This data is from the Open Reaction Database (ORD), a public repository of structured organic reaction records. The task is: describe an organic reaction: reactants, conditions, products, and yield Reactants: Cl (hydrochloric acid), C(C)(C)(C)OC(=O)N1CCC(CC1)C1=CC=C(C=C1)C(=O)OC (4-(4-methoxycarbonyl-phenyl)-piperidine-1-carboxylic acid tert-butyl ester), C(C)[SiH2]CC (diethylsilane). The reagents and catalysts are C1CC/C=C\CCC1.C1CC/C=C\CCC1.C1CC/C=C\CCC1.C1CC/C=C\CCC1.[Cl-].[Cl-].[Ir].[Ir] (chlorobis(cyclooctene)iridium(I) dimer). Solvent: ClCCl (dichloromethane). Product: C(C)(C)(C)OC(=O)N1CCC(CC1)C1=CC=C(C=C1)C=O (4-(4-formyl-phenyl)-piperidine-1-carboxylic acid tert-butyl ester). RXN SMILES: [C:1]([O:5][C:6]([N:8]1[CH2:13][CH2:12][CH:11]([C:14]2[CH:19]=[CH:18][C:17]([C:20](OC)=[O:21])=[CH:16][CH:15]=2)[CH2:10][CH2:9]1)=[O:7])([CH3:4])([CH3:3])[CH3:2].C([SiH2]CC)C.Cl>ClCCl.C1CCCC=CCC1.C1CCCC=CCC1.C1CCCC=CCC1.C1CCCC=CCC1.[Cl-].[Cl-].[Ir].[Ir]>[C:1]([O:5][C:6]([N:8]1[CH2:13][CH2:12][CH:11]([C:14]2[CH:15]=[CH:16][C:17]([CH:20]=[O:21])=[CH:18][CH:19]=2)[CH2:10][CH2:9]1)=[O:7])([CH3:4])([CH3:2])[CH3:3] |f:4.5.6.7.8.9.10.11|. Reported procedure: To a solution of 4-(4-methoxycarbonyl-phenyl)-piperidine-1-carboxylic acid tert-butyl ester (776 mg, 2.43 mmol) in dichloromethane (10 ml) are added diethylsilane (470 μl, 3.64 mmol) and chlorobis(cyclooctene)iridium(I) dimer (22 mg, 0.025 mmol) and the mixture is irradiated in a microwave reactor for 1.5 hours at 50° C. The reaction mixture is stirred vigorously with 2 N hydrochloric acid (0.6 ml) for 30 minutes. The organic layer is separated, dried over sodium sulfate and evaporated. The resi... Reactants: N[C@H]1[C@@H](C(OC2=C1C=C(C=C2)C#N)(C)C)O (trans-4-amino-3,4-dihydro-2,2-dimethyl-3-hydroxy-2H-1-benzopyran-6-carbonitrile), O.C1(=CC=C(C=C1)C(=O)[C@]([C@](C(=O)O)(O)C(=O)C1=CC=C(C=C1)C)(O)C(=O)O)C ((-)-di-p-toluoyl-L-tartaric acid monohydrate). Run in C(C)O (ethanol). Conditions: time 3 day. Product: C1(=CC=C(C=C1)C(=O)[C@]([C@](C(=O)O)(O)C(=O)C1=CC=C(C=C1)C)(O)C(=O)O)C ((-)-di-p-toluoyl-L-tartaric acid), N[C@H]1[C@@H](C(OC2=C1C=C(C=C2)C#N)(C)C)O ((3S,4R)-4-amino-3,4-dihydro-3-hydroxy-2,2-dimethyl-2H-1-benzopyran-6-carbonitrile). Isolated yield 22.3%. RXN SMILES: [NH2:1][C@@H:2]1[C:7]2[CH:8]=[C:9]([C:12]#[N:13])[CH:10]=[CH:11][C:6]=2[O:5][C:4]([CH3:15])([CH3:14])[C@H:3]1[OH:16].O.[C:18]1([CH3:45])[CH:23]=[CH:22][C:21]([C:24]([C@@:26]([C:42]([OH:44])=[O:43])([OH:41])[C@@:27]([C:32]([C:34]2[CH:39]=[CH:38][C:37]([CH3:40])=[CH:36][CH:35]=2)=[O:33])([OH:31])[C:28]([OH:30])=[O:29])=[O:25])=[CH:20][CH:19]=1>C(O)C>[C:18]1([CH3:45])[CH:23]=[CH:22][C:21]([C:24]([C@@:26]([C:42]([OH:44])=[O:43])([OH:41])[C@@:27]([C:32]([C:34]2[CH:35]=[CH:36][C:37]([CH3:40])=[CH:38][CH:39]=2)=[O:33])([OH:31])[C:28]([OH:30])=[O:29])=[O:25])=[CH:20][CH:19]=1.[NH2:1][C@@H:2]1[C:7]2[CH:8]=[C:9]([C:12]#[N:13])[CH:10]=[CH:11][C:6]=2[O:5][C:4]([CH3:14])([CH3:15])[C@H:3]1[OH:16] |f:1.2|. Procedure: A mixture of trans-4-amino-3,4-dihydro-2,2-dimethyl-3-hydroxy-2H-1-benzopyran-6-carbonitrile (193 g) and (-)-di-p-toluoyl-L-tartaric acid monohydrate (358 g) was dissolved in ethanol (600 ml) under reflux. The mixture was cooled to room temperature and stood for 3 days to give a white precipitate. This precipitate was collected by filtration, washed with a small volume of ethanol, and recrystallized twice from ethanol to give (-)-di-p-toluoyl-L-tartaric acid salt of (3S,4R)-4-amino-3,4-dihydro-3... Reactants: CC(=O)OC(C)(C)C, C1CCOC1, Cc1ccccc1, C[Si](C)(C)[N-][Si](C)(C)C, CCOC(=O)c1ccc(Cl)s1, Cl, [K+]. Yields the product CC(C)(C)OC(=O)CC(=O)c1ccc(Cl)s1. As a reaction SMILES: [C:1]([CH3:2])(=[O:3])[O:4][C:5]([CH3:6])([CH3:7])[CH3:8].[CH2:31]1[O:32][CH2:33][CH2:34][CH2:35]1.[CH3:36][c:37]1[cH:38][cH:39][cH:40][cH:41][cH:42]1.[CH3:9][Si:10]([N-:11][Si:12]([CH3:13])([CH3:14])[CH3:15])([CH3:16])[CH3:17].[Cl:19][c:20]1[cH:21][cH:22][c:23]([C:25](=[O:26])[O:27][CH2:28][CH3:29])[s:24]1.[ClH:30].[K+:18]>>[C:1]([CH2:2][C:25]([c:23]1[cH:22][cH:21][c:20]([Cl:19])[s:24]1)=[O:26])(=[O:3])[O:4][C:5]([CH3:6])([CH3:7])[CH3:8]. The reactants are N#Cc1cnc2cc(Br)ccc2c1Cl, CCOCCO, Cn1ccnc1Sc1ccc(N)cc1Cl, Cl, c1ccncc1. Yields the product Cn1ccnc1Sc1ccc(Nc2c(C#N)cnc3cc(Br)ccc23)cc1Cl. As a reaction SMILES: [Br:1][c:2]1[cH:3][cH:4][c:5]2[c:6]([Cl:14])[c:7]([C:12]#[N:13])[cH:8][n:9][c:10]2[cH:11]1.[CH3:37][CH2:38][O:39][CH2:40][CH2:41][OH:42].[Cl:15][c:16]1[cH:17][c:18]([NH2:29])[cH:19][cH:20][c:21]1[S:22][c:23]1[n:24]([CH3:28])[cH:25][cH:26][n:27]1.[ClH:30].[n:31]1[cH:32][cH:33][cH:34][cH:35][cH:36]1>>[Br:1][c:2]1[cH:3][cH:4][c:5]2[c:6]([NH:29][c:18]3[cH:17][c:16]([Cl:15])[c:21]([S:22][c:23]4[n:24]([CH3:28])[cH:25][cH:26][n:27]4)[cH:20][cH:19]3)[c:7]([C:12]#[N:13])[cH:8][n:9][c:10]2[cH:11]1. Starting materials: O=C(O)C=Cc1ccc(Cl)c(F)c1, O=C1CCNCCN1. The product is O=C1CCN(C(=O)C=Cc2ccc(Cl)c(F)c2)CCN1. RXN SMILES: [Cl:1][c:2]1[c:3]([F:13])[cH:4][c:5]([CH:6]=[CH:7][C:8](=[O:9])[OH:10])[cH:11][cH:12]1.[NH:14]1[CH2:15][CH2:16][NH:17][C:18](=[O:21])[CH2:19][CH2:20]1>>[Cl:1][c:2]1[c:3]([F:13])[cH:4][c:5]([CH:6]=[CH:7][C:8](=[O:10])[N:14]2[CH2:15][CH2:16][NH:17][C:18](=[O:21])[CH2:19][CH2:20]2)[cH:11][cH:12]1.